From a dataset of the Open Reaction Database (ORD), a public repository of structured organic reaction records. describe an organic reaction: reactants, conditions, products, and yield The product is I.I.N1(CCNCCC1)C1=NC2=C(N1CCN1N=CC=C1)C=CC=C2 (2-[1,4]diazepan-1-yl-1-(2-pyrazol-1-yl-ethyl)-1H-benzoimidazole dihydroiodide). Run at time 1 hour. Starting materials: C(C)(C)(C)OC(=O)N1CCN(CCC1)C1=NC2=C(N1CCN1N=CC=C1)C=CC=C2 (4-[1-(2-pyrazol-1-yl-ethyl)-1H-benzoimidazol-2-yl]-[1,4]diazepane-1-carboxylic acid tert-butyl ester), I (hydroiodic acid), CCOCC (ether). Procedure: Reflux 4-[1-(2-pyrazol-1-yl-ethyl)-1H-benzoimidazol-2-yl]-[1,4]diazepane-1-carboxylic acid tert-butyl ester (0.71 g, 1.73 mmol) in methanol (15 mL) with hydroiodic acid (57%, 0.5 mL) for 12 hours. Cool, add ether (80 mL) to afford a suspension and stir the suspension for one hour. Collect the solid by filtration and dry to provide 2-[1,4]diazepan-1-yl-1-(2-pyrazol-1-yl-ethyl)-1H-benzoimidazole dihydroiodide (0.81 g). The solvent is CO (methanol). RXN SMILES: C(OC([N:8]1[CH2:14][CH2:13][CH2:12][N:11]([C:15]2[N:19]([CH2:20][CH2:21][N:22]3[CH:26]=[CH:25][CH:24]=[N:23]3)[C:18]3[CH:27]=[CH:28][CH:29]=[CH:30][C:17]=3[N:16]=2)[CH2:10][CH2:9]1)=O)(C)(C)C.[IH:31].CCOCC>CO>[IH:31].[IH:31].[N:11]1([C:15]2[N:19]([CH2:20][CH2:21][N:22]3[CH:26]=[CH:25][CH:24]=[N:23]3)[C:18]3[CH:27]=[CH:28][CH:29]=[CH:30][C:17]=3[N:16]=2)[CH2:12][CH2:13][CH2:14][NH:8][CH2:9][CH2:10]1 |f:4.5.6|. Starting materials: Cc1ccc(C2c3cc(NCc4ccccc4)c(C)c(C)c3OC2(C)C)cc1, CCO, Cl. The product is Cc1ccc(C2c3cc(N)c(C)c(C)c3OC2(C)C)cc1. As a reaction SMILES: [CH2:1]([c:2]1[cH:3][cH:4][cH:5][cH:6][cH:7]1)[NH:8][c:9]1[c:10]([CH3:28])[c:11]([CH3:27])[c:12]2[c:13]([cH:26]1)[CH:14]([c:19]1[cH:20][cH:21][c:22]([CH3:25])[cH:23][cH:24]1)[C:15]([CH3:17])([CH3:18])[O:16]2.[CH3:30][CH2:31][OH:32].[ClH:29]>>[NH2:8][c:9]1[c:10]([CH3:28])[c:11]([CH3:27])[c:12]2[c:13]([cH:26]1)[CH:14]([c:19]1[cH:20][cH:21][c:22]([CH3:25])[cH:23][cH:24]1)[C:15]([CH3:17])([CH3:18])[O:16]2. Starting materials: [OH-].[Na+] (NaOH), distearyl dimethyl, carboxylate, C=CCCCCCCCCCCCCCCCC (octadecene), C1(\C=C/C(=O)O1)=O (maleic anhydride), C=CCCCCCCCCCCCCCCCC.C1(\C=C/C(=O)O1)=O (octadecene maleic anhydride). Reagents/catalysts: [Cl-].C(CCCCCCCCCCCCCCCCC)[N+](C)(C)CCCCCCCCCCCCCCCCCC (distearyl dimethyl ammonium chloride). Solvent: O (water), O (water). Run at temperature 85 celsius. The product is C=CCCCCCCCCCCCCCCCC.C(\C=C/C(=O)[O-])(=O)[O-] (octadecene maleate). As a reaction SMILES: [OH-].[Na+].[CH2:3]=[CH:4][CH2:5][CH2:6][CH2:7][CH2:8][CH2:9][CH2:10][CH2:11][CH2:12][CH2:13][CH2:14][CH2:15][CH2:16][CH2:17][CH2:18][CH2:19][CH3:20].[C:21]1(=[O:27])[O:26][C:24](=[O:25])[CH:23]=[CH:22]1.C=CCCCCCCCCCCCCCCCC.C1(=O)OC(=[O:50])C=C1>[Cl-].C([N+](CCCCCCCCCCCCCCCCCC)(C)C)CCCCCCCCCCCCCCCCC.O>[CH2:3]=[CH:4][CH2:5][CH2:6][CH2:7][CH2:8][CH2:9][CH2:10][CH2:11][CH2:12][CH2:13][CH2:14][CH2:15][CH2:16][CH2:17][CH2:18][CH2:19][CH3:20].[C:21]([O-:26])(=[O:27])/[CH:22]=[CH:23]\[C:24]([O-:50])=[O:25] |f:0.1,4.5,6.7,9.10|. Procedure details: The ion pair of the distearyl dimethyl ammoniun cation and the octadecene-maleate copolymer anion was prepared as follows. 4 g (0.05 mole) of 50% NaOH was added to 100 ml of water and 29.3 g (0.05 moles) of distearyl dimethyl ammonium chloride was dispersed in the mixture. It was heated to 85° C. and 8.8 g (0.05 moles of carboxylate) of 1:1 copolymer of octadecene and maleic anhydride was added as a powder. The mixture was stirred at 85° to 90° C. for 10 hours, during which the octadecene-maleic... Reactants: C(C1=CC=CC=C1)OC(=O)N1C(CCC1)C=CCO ((±)-3-(N-benzyloxycarbonylpyrrolidin-2-yl)-2-propen-1-ol). Reagents/catalysts: [C].[Pd] (palladium-carbon). Run in C(C)O (ethanol). Reaction conditions: temperature 35 celsius. The product is N1C(CCC1)CCCO ((±)-3-(2-pyrrolidinyl)-1-propanol). Isolated yield 94.2%. Reaction SMILES: C(OC([N:11]1[CH2:15][CH2:14][CH2:13][CH:12]1[CH:16]=[CH:17][CH2:18][OH:19])=O)C1C=CC=CC=1>C(O)C.[C].[Pd]>[NH:11]1[CH2:15][CH2:14][CH2:13][CH:12]1[CH2:16][CH2:17][CH2:18][OH:19] |f:2.3|. Reported procedure: 0.73 g of (±)-3-(N-benzyloxycarbonylpyrrolidin-2-yl)-2-propen-1-ol was dissolved in 7 ml of ethanol and, after adding 200 mg of 5% palladium-carbon, the mixture was heated to 35° C. and hydrogenated at atmospheric pressure for 8 hours. A catalyst was removed by filtering the reaction solution and the filtrate was concentrated under reduced pressure to obtain 0.34 g of the desired compound as a pale yellow oily substance. The reactants are COc1ccc(Br)cc1, COc1cc(C)c(C=O)c(OC)n1, [Cl-], I, [Mg], [NH4+], C1CCOC1. Product: COc1ccc(C(O)c2c(C)cc(OC)nc2OC)cc1. Reaction SMILES: [Br:14][c:15]1[cH:16][cH:17][c:18]([O:21][CH3:22])[cH:19][cH:20]1.[CH:1](=[O:2])[c:3]1[c:4]([O:12][CH3:13])[n:5][c:6]([O:10][CH3:11])[cH:7][c:8]1[CH3:9].[Cl-:25].[I:24].[Mg:23].[NH4+:26].[O:27]1[CH2:28][CH2:29][CH2:30][CH2:31]1>>[CH:1]([OH:2])([c:3]1[c:4]([O:12][CH3:13])[n:5][c:6]([O:10][CH3:11])[cH:7][c:8]1[CH3:9])[c:15]1[cH:16][cH:17][c:18]([O:21][CH3:22])[cH:19][cH:20]1. Reactants: CCOC(=O)C1C2CCC(C2)C1NCc1ccc(F)cc1, CS(=O)(=O)Nc1ccc2c(c1)S(=O)(=O)N=C(CC(=O)O)N2, CCN=C=NCCCN(C)C, CN(C)C=O, CN(C)c1ccncc1, CCOC(C)=O, Cl, Cl. As a reaction SMILES: [CH2:1]([CH3:2])[O:3][C:4](=[O:5])[CH:6]1[CH:7]2[CH2:8][CH2:9][CH:10]([CH:11]1[NH:12][CH2:13][c:14]1[cH:15][cH:16][c:17]([F:20])[cH:18][cH:19]1)[CH2:21]2.[CH3:22][S:23](=[O:24])(=[O:25])[NH:26][c:27]1[cH:28][c:29]2[c:30]([cH:41][cH:42]1)[NH:31][C:32]([CH2:37][C:38](=[O:39])[OH:40])=[N:33][S:34]2(=[O:35])=[O:36].[CH3:44][N:45]([CH3:46])[CH2:47][CH2:48][CH2:49][N:50]=[C:51]=[N:52][CH2:53][CH3:54].[CH3:56][N:57]([CH3:58])[CH:59]=[O:60].[CH3:61][N:62]([CH3:63])[c:64]1[cH:65][cH:66][n:67][cH:68][cH:69]1.[CH3:70][CH2:71][O:72][C:73](=[O:74])[CH3:75].[ClH:43].[ClH:55]>>[CH2:1]([CH3:2])[O:3][C:4](=[O:5])[CH:6]1[CH:7]2[CH2:8][CH2:9][CH:10]([CH:11]1[N:12]([CH2:13][c:14]1[cH:15][cH:16][c:17]([F:20])[cH:18][cH:19]1)[C:38]([CH2:37][C:32]1=[N:33][S:34](=[O:35])(=[O:36])[c:29]3[cH:28][c:27]([NH:26][S:23]([CH3:22])(=[O:24])=[O:25])[cH:42][cH:41][c:30]3[NH:31]1)=[O:39])[CH2:21]2. The product is CCOC(=O)C1C2CCC(C2)C1N(Cc1ccc(F)cc1)C(=O)CC1=NS(=O)(=O)c2cc(NS(C)(=O)=O)ccc2N1.